describe an organic reaction: reactants, conditions, products, and yield From a dataset of the Open Reaction Database (ORD), a public repository of structured organic reaction records. Reactants: [H-].[Al+3].[Li+].[H-].[H-].[H-] (lithium aluminium hydride), C(C)(C)C1=C(C(=C2N1N=CC1=CC=CC=C21)C2=CC=CC=C2)C(=O)OCC (ethyl 3-isopropyl-1-phenylpyrrolo[2,1-a]phthalazine-2-carboxylate). Run in C(C)OCC (diethyl ether), C(C)OCC (diethyl ether). Reaction conditions: temperature 0 celsius, time 2 hour. The product is OCC=1C(=C2N(N=CC3=CC=CC=C23)C1C(C)C)C1=CC=CC=C1 (2-hydroxymethyl-3-isopropyl-1-phenylpyrrolo[2,1-a]phthalazine). The yield is 58.8%. As a reaction SMILES: [H-].[Al+3].[Li+].[H-].[H-].[H-].[CH:7]([C:10]1[N:14]2[N:15]=[CH:16][C:17]3[C:22]([C:13]2=[C:12]([C:23]2[CH:28]=[CH:27][CH:26]=[CH:25][CH:24]=2)[C:11]=1[C:29](OCC)=[O:30])=[CH:21][CH:20]=[CH:19][CH:18]=3)([CH3:9])[CH3:8]>C(OCC)C>[OH:30][CH2:29][C:11]1[C:12]([C:23]2[CH:28]=[CH:27][CH:26]=[CH:25][CH:24]=2)=[C:13]2[C:22]3[C:17](=[CH:18][CH:19]=[CH:20][CH:21]=3)[CH:16]=[N:15][N:14]2[C:10]=1[CH:7]([CH3:9])[CH3:8] |f:0.1.2.3.4.5|. Reported procedure: A stirred suspension of lithium aluminium hydride (1.0 g) in diethyl ether (40 ml) at 0° C. under an atmosphere of argon was treated with a solution of ethyl 3-isopropyl-1-phenylpyrrolo[2,1-a]phthalazine-2-carboxylate (2.35 g) in diethyl ether (60 ml). The reaction mixture was stirred at 0° C. for 2 hours and then it was quenched by dropwise treatment with ethyl acetate (50 ml). After stirring for a further period of 1 hour it was treated with saturated aqueous sodium sulphate solution (100 ml) ...